Dataset: the Open Reaction Database (ORD), a public repository of structured organic reaction records. Task: describe an organic reaction: reactants, conditions, products, and yield Starting materials: B, CC(C)(C)c1ccc(CNC(=O)C(F)(F)c2ccccc2)cc1, C1CCOC1, C1CCOC1. The product is CC(C)(C)c1ccc(CNCC(F)(F)c2ccccc2)cc1. Reaction SMILES: [BH3:6].[C:7]([CH3:8])([CH3:9])([CH3:10])[c:11]1[cH:12][cH:13][c:14]([CH2:15][NH:16][C:17]([C:18]([c:19]2[cH:20][cH:21][cH:22][cH:23][cH:24]2)([F:25])[F:26])=[O:27])[cH:28][cH:29]1.[CH2:30]1[O:31][CH2:32][CH2:33][CH2:34]1.[O:1]1[CH2:2][CH2:3][CH2:4][CH2:5]1>>[C:7]([CH3:8])([CH3:9])([CH3:10])[c:11]1[cH:12][cH:13][c:14]([CH2:15][NH:16][CH2:17][C:18]([c:19]2[cH:20][cH:21][cH:22][cH:23][cH:24]2)([F:25])[F:26])[cH:28][cH:29]1. Starting materials: CO, Cl, CCN(CC)C(=O)C=C(C)c1ccc(OCc2c(F)cccc2F)c(OCCCOC2CCCCO2)c1. Product: CCN(CC)C(=O)C=C(C)c1ccc(OCc2c(F)cccc2F)c(OCCCO)c1. As a reaction SMILES: [CH3:38][OH:39].[ClH:40].[F:1][c:2]1[c:3]([CH2:4][O:5][c:6]2[c:7]([O:22][CH2:23][CH2:24][CH2:25][O:26][CH:27]3[CH2:28][CH2:29][CH2:30][CH2:31][O:32]3)[cH:8][c:9]([C:12](=[CH:13][C:14](=[O:15])[N:16]([CH2:17][CH3:18])[CH2:19][CH3:20])[CH3:21])[cH:10][cH:11]2)[c:33]([F:37])[cH:34][cH:35][cH:36]1>>[F:1][c:2]1[c:3]([CH2:4][O:5][c:6]2[c:7]([O:22][CH2:23][CH2:24][CH2:25][OH:26])[cH:8][c:9]([C:12](=[CH:13][C:14](=[O:15])[N:16]([CH2:17][CH3:18])[CH2:19][CH3:20])[CH3:21])[cH:10][cH:11]2)[c:33]([F:37])[cH:34][cH:35][cH:36]1. Reactants: C(C)OC(NCCC1=C(C=CC=C1)Cl)=O ([2-(2-chloro-phenyl)-ethyl]-carbamic acid ethyl ester), O=P12OP3(=O)OP(=O)(O1)OP(=O)(O2)O3 (P2O5). Solvent: O=P(Cl)(Cl)Cl (POCl3). Yields the product ClC1=C2CCNC(C2=CC=C1)=O (5-Chloro-3,4-dihydro-2H-isoquinolin-1-one). Yield: 8.9%. RXN SMILES: C([O:3][C:4](=O)[NH:5][CH2:6][CH2:7][C:8]1[CH:13]=[CH:12][CH:11]=[CH:10][C:9]=1[Cl:14])C.O=P12OP3(OP(OP(O3)(O1)=O)(=O)O2)=O>O=P(Cl)(Cl)Cl>[Cl:14][C:9]1[CH:10]=[CH:11][CH:12]=[C:13]2[C:8]=1[CH2:7][CH2:6][NH:5][C:4]2=[O:3]. Reported procedure: Using an analogous procedure and workup as described in Example 1, step 4, [2-(2-chloro-phenyl)-ethyl]-carbamic acid ethyl ester (I-12c: 1.4 g, 6.167 mmol) in POCl3 (14 mL) was reacted with P2O5 (1.75 g, 12.334 mmol). The resulting mixture was heated to reflux for 1 hour to afford the crude product. Purification by column chromatography on silica gel (2% methanol in DCM) afforded 100 mg of the product (9% yield). The reactants are Fc1ccc(C2CO2)cc1, NCc1ccccc1, O. Product: OC(CNCc1ccccc1)c1ccc(F)cc1. Reaction SMILES: [F:1][c:2]1[cH:3][cH:4][c:5]([CH:8]2[O:9][CH2:10]2)[cH:6][cH:7]1.[NH2:11][CH2:12][c:13]1[cH:14][cH:15][cH:16][cH:17][cH:18]1.[OH2:19]>>[F:1][c:2]1[cH:3][cH:4][c:5]([CH:8]([OH:9])[CH2:10][NH:11][CH2:12][c:13]2[cH:14][cH:15][cH:16][cH:17][cH:18]2)[cH:6][cH:7]1. The reactants are C(C1=CC=CC=C1)(=O)Cl (benzoyl chloride), N1CCCC2=CC=CC=C12 (tetrahydroquinoline), O (water), Cl (hydrochloric acid). Solvent: C(C)OCC (Ethyl ether), N1=CC=CC=C1 (pyridine), CCOCC (ether). Yields the product C(C1=CC=CC=C1)(=O)N1CCCC2CC=CC=C12 (1-benzoyltetrahydroquinoline). Yield: 74.7%. RXN SMILES: [NH:1]1[C:10]2[C:5](=[CH:6][CH:7]=[CH:8][CH:9]=2)[CH2:4][CH2:3][CH2:2]1.[C:11](Cl)(=[O:18])[C:12]1[CH:17]=[CH:16][CH:15]=[CH:14][CH:13]=1.O.Cl>N1C=CC=CC=1.CCOCC>[C:11]([N:1]1[C:10]2[CH:5]([CH2:6][CH:7]=[CH:8][CH:9]=2)[CH2:4][CH2:3][CH2:2]1)(=[O:18])[C:12]1[CH:17]=[CH:16][CH:15]=[CH:14][CH:13]=1. Procedure details: To a solution of 26.6 g (0.02 m) of tetrahydroquinoline in 50 ml of pyridine, cooled to 0° C., there were added 28.1 g (0.02 m) of benzoyl chloride dropwise and with stirring at a rate such the temperature was kept below -5° C. After addition was complete, the mixture was stirred at room temperature for 1 hour and then poured into a separatory funnel containing 500 ml of water and 50 ml of conc. hydrochloric acid. Ethyl ether (300 ml) was added to the funnel and the mixture shaken until all of t... Starting materials: OC1=CC=C(C=O)C=C1 (4-hydroxybenzaldehyde), C(=O)([O-])[O-].[K+].[K+] (K2CO3), [Na+].[I-] (NaI), BrCC(=O)OC(C)(C)C (tert-Butyl bromoacetate). Run in C(Cl)Cl (CH2Cl2), O (Water), C(C)#N (acetonitrile). Run at time 12 hour. Product: C(C)(C)(C)OC(=O)COC1=CC=C(C=O)C=C1 (4-(tert-Butoxycarbonylmethoxy)benzaldehyde). Yield: 92.3%. RXN SMILES: [OH:1][C:2]1[CH:9]=[CH:8][C:5]([CH:6]=[O:7])=[CH:4][CH:3]=1.C([O-])([O-])=O.[K+].[K+].[Na+].[I-].Br[CH2:19][C:20]([O:22][C:23]([CH3:26])([CH3:25])[CH3:24])=[O:21]>C(#N)C.C(Cl)Cl.O>[C:23]([O:22][C:20]([CH2:19][O:1][C:2]1[CH:9]=[CH:8][C:5]([CH:6]=[O:7])=[CH:4][CH:3]=1)=[O:21])([CH3:26])([CH3:25])[CH3:24] |f:1.2.3,4.5|. Procedure: A solution of 4-hydroxybenzaldehyde (2.44 g, 20.0 mmol) in dry acetonitrile (8.0 mL) was treated with powdered, dried K2CO3 (3.04 g, 22.0 mmol) and NaI (304 mg, 2.00 mmol). The mixture was refluxed under argon for 30 min. tert-Butyl bromoacetate (1.48 mL, 1.95 g, 10.0 mmol) was added dropwise, and the reflux was continued for 12 h. Water and CH2Cl2 were added and the phases were separated. The aqueous layer was extracted with CH2Cl2. The combined organic phase was washed with water. The organic ... Starting materials: C1=CC=C(C=C1)P(C2=CC=CC=C2)C3=C(C4=CC=CC=C4C=C3)C5=C(C=CC6=CC=CC=C65)P(C7=CC=CC=C7)C8=CC=CC=C8 ((S)-BINAP), CC1C(C(CC1)=CN(C1=CC=CC=C1)C)=O (2-methyl-5-(N-methyl-anilinomethylene)cyclopentanone), BrC=1C=C(C=CC1)C (3-Bromotoluene), CC(C)([O-])C.[Na+] (sodium t-butoxide). Reagents/catalysts: C=1C=CC(=CC1)/C=C/C(=O)/C=C/C2=CC=CC=C2.C=1C=CC(=CC1)/C=C/C(=O)/C=C/C2=CC=CC=C2.C=1C=CC(=CC1)/C=C/C(=O)/C=C/C2=CC=CC=C2.[Pd].[Pd] (tris(dibenzylideneacetone)dipalladium). Run in C1(=CC=CC=C1)C (Toluene). Run at time 1 minute. The product is C1(=C(C=CC=C1)C1(C(C(CC1)=CN(C1=CC=CC=C1)C)=O)C)C (2-(2-Tolyl)-2-methyl-5-(N-methyl-anilinomethylene)-cyclopentanone). Isolated yield 51.7%. As a reaction SMILES: C1C=CC(P(C2C=CC3C(=CC=CC=3)C=2C2C3C(=CC=CC=3)C=CC=2P(C2C=CC=CC=2)C2C=CC=CC=2)C2C=CC=CC=2)=CC=1.[CH3:47][CH:48]1[CH2:52][CH2:51][C:50](=[CH:53][N:54]([CH3:61])[C:55]2[CH:60]=[CH:59][CH:58]=[CH:57][CH:56]=2)[C:49]1=[O:62].Br[C:64]1[CH:65]=[C:66]([CH3:70])[CH:67]=[CH:68][CH:69]=1.CC(C)([O-])C.[Na+]>C1C=CC(/C=C/C(/C=C/C2C=CC=CC=2)=O)=CC=1.C1C=CC(/C=C/C(/C=C/C2C=CC=CC=2)=O)=CC=1.C1C=CC(/C=C/C(/C=C/C2C=CC=CC=2)=O)=CC=1.[Pd].[Pd].C1(C)C=CC=CC=1>[C:66]1([CH3:70])[CH:67]=[CH:68][CH:69]=[CH:64][C:65]=1[C:48]1([CH3:47])[CH2:52][CH2:51][C:50](=[CH:53][N:54]([CH3:61])[C:55]2[CH:60]=[CH:59][CH:58]=[CH:57][CH:56]=2)[C:49]1=[O:62] |f:3.4,5.6.7.8.9|. Reported procedure: An oven dried Schlenk tube equipped with a rubber septum was cooled under an argon purge. The septum was removed and the tube was charged with tris(dibenzylideneacetone)dipalladium (0) (11.5 mg, 0.0125 mmol, 5 mol % Pd), (S)-BINAP (31.4 mg, 0.05 mmol, 10 mol %) and 2-methyl-5-(N-methyl-anilinomethylene)cyclopentanone (108 mg, 0.5 mmol). Toluene (2 mL) was added and the mixture was stirred for 1 min at room temperature. 3-Bromotoluene (171 mg, 1.0 mmol) and sodium t-butoxide (96 mg, 1.0 mmol) wer...